Dataset: the Open Reaction Database (ORD), a public repository of structured organic reaction records. Task: describe an organic reaction: reactants, conditions, products, and yield Yields the product O=C(O)c1ccc(C=Cc2ccc3c(c2)OCCO3)cc1Nc1ccc(F)cc1. Starting materials: CC(C)(C)OC(=O)c1ccc(C=Cc2ccc3c(c2)OCCO3)cc1Nc1ccc(F)cc1, O=C(O)C(F)(F)F. As a reaction SMILES: [O:1]1[CH2:2][CH2:3][O:4][c:5]2[c:6]1[cH:7][cH:8][c:9]([CH:11]=[CH:12][c:13]1[cH:14][c:15]([NH:26][c:27]3[cH:28][cH:29][c:30]([F:33])[cH:31][cH:32]3)[c:16]([C:17](=[O:18])[O:19][C:20]([CH3:21])([CH3:22])[CH3:23])[cH:24][cH:25]1)[cH:10]2.[OH:34][C:35]([C:36]([F:37])([F:38])[F:39])=[O:40]>>[O:1]1[CH2:2][CH2:3][O:4][c:5]2[c:6]1[cH:7][cH:8][c:9]([CH:11]=[CH:12][c:13]1[cH:14][c:15]([NH:26][c:27]3[cH:28][cH:29][c:30]([F:33])[cH:31][cH:32]3)[c:16]([C:17](=[O:18])[OH:19])[cH:24][cH:25]1)[cH:10]2. Reactants: BrC=1C=C(C(=O)O)C=C(C1)OC (3-bromo-5-(methyloxy)benzoic acid), S(=O)(Cl)Cl (thionyl chloride), CN(C)C=O (DMF). Solvent: C1(=CC=CC=C1)C (toluene). Run at temperature 50 celsius, time 4 hour. Yields the product BrC=1C=C(C(=O)N)C=C(C1)OC (3-bromo-5-(methyloxy)benzamide). Yield: 90.0%. RXN SMILES: [Br:1][C:2]1[CH:3]=[C:4]([CH:8]=[C:9]([O:11][CH3:12])[CH:10]=1)[C:5](O)=[O:6].S(Cl)(Cl)=O.C[N:18](C=O)C>C1(C)C=CC=CC=1>[Br:1][C:2]1[CH:3]=[C:4]([CH:8]=[C:9]([O:11][CH3:12])[CH:10]=1)[C:5]([NH2:18])=[O:6]. Procedure details: To a suspension of 3-bromo-5-(methyloxy)benzoic acid (9.6 g, 41.6 mmol) in toluene (60 mL), thionyl chloride (9.89 g, 83.1 mmol) and DMF (0.10 mL) were added and stirred at 50° C. for 4 h. The reaction was allowed to cooled to room temperature, and then the excess thionyl chloride was removed in vacuo. The residue was dissolved in toluene (50 mL) and the mixture was added to a solution of ammonia (25%, 50 mL). A precipitate formed and was filtered off using Celite, and dried, to afford 3-bromo-5... Starting materials: Cl (hydrochloric acid), C(C1=CC=CC=C1)N1C(CN(CC1)CC1=CC=CC=C1)C=C(C)C (1,4-dibenzyl-2-(2-methyl-1-propenyl)piperazine). Reagents/catalysts: [OH-].[Pd+2].[OH-] (palladium hydroxide). The solvent is C(C)O (ethanol). Run at time 2 hour. The product is Cl.CC(CC1NCCNC1)C (2-(2-Methylpropyl)piperazine hydrochloride). RXN SMILES: [ClH:1].C([N:9]1[CH2:14][CH2:13][N:12](CC2C=CC=CC=2)[CH2:11][CH:10]1[CH:22]=[C:23]([CH3:25])[CH3:24])C1C=CC=CC=1>[OH-].[Pd+2].[OH-].C(O)C>[ClH:1].[CH3:24][CH:23]([CH3:25])[CH2:22][CH:10]1[CH2:11][NH:12][CH2:13][CH2:14][NH:9]1 |f:2.3.4,6.7|. Reported procedure: Concentrated hydrochloric acid (3 ml) and palladium hydroxide (683 mg) were added to an ethanol solution (300 ml) of 1,4-dibenzyl-2-(2-methyl-1-propenyl)piperazine (5.2 g), followed by stirring for 2 hours under a hydrogen gas stream of 1 atmospheric pressure. The catalyst was removed by filtration and the solvent was distilled off under reduced pressure. The residue was recrystallized from methylene chloride—hexane, followed by washing with diethyl ether and drying under reduced pressure, where... Reaction SMILES: [Br:1][c:2]1[cH:3][cH:4][cH:5][c:6]2[c:15]1[S:14][c:13]1[c:8]([cH:9][c:10]([N+:16]([O-:17])=[O:18])[cH:11][cH:12]1)[S:7]2.[CH3:19][C:20](=[O:21])[OH:22]>>[Br:1][c:2]1[cH:3][cH:4][cH:5][c:6]2[c:15]1[S:14][c:13]1[c:8]([cH:9][c:10]([NH2:16])[cH:11][cH:12]1)[S:7]2. Product: Nc1ccc2c(c1)Sc1cccc(Br)c1S2. Reactants: O=[N+]([O-])c1ccc2c(c1)Sc1cccc(Br)c1S2, CC(=O)O.